From a dataset of the Open Reaction Database (ORD), a public repository of structured organic reaction records. describe an organic reaction: reactants, conditions, products, and yield Reactants: C(C)(=O)O[C@H]1[C@@H](O[C@@H]([C@H]([C@@H]1OC(C)=O)OC(C)=O)COC(C)=O)OC=1N=NC=CC1CC1=CC=CC=C1 (3-(2,3,4,6-tetra-O-acetyl-β-D-gluco-pyranosyloxy)-4-benzylpyridazine), C[O-].[Na+] (sodium methoxide). Run in CO (methanol). Reaction conditions: time 30 minute. Product: C(C1=CC=CC=C1)C1=C(N=NC=C1)O[C@H]1[C@H](O)[C@@H](O)[C@H](O)[C@H](O1)CO (4-benzyl-3-(β-D-Glucopyranosyloxy)pyridazine). The yield is 86.3%. Reaction SMILES: C([O:4][C@@H:5]1[C@@H:10]([O:11]C(=O)C)[C@H:9]([O:15]C(=O)C)[C@@H:8]([CH2:19][O:20]C(=O)C)[O:7][C@H:6]1[O:24][C:25]1[N:26]=[N:27][CH:28]=[CH:29][C:30]=1[CH2:31][C:32]1[CH:37]=[CH:36][CH:35]=[CH:34][CH:33]=1)(=O)C.C[O-].[Na+]>CO>[CH2:31]([C:30]1[CH:29]=[CH:28][N:27]=[N:26][C:25]=1[O:24][C@@H:6]1[O:7][C@H:8]([CH2:19][OH:20])[C@@H:9]([OH:15])[C@H:10]([OH:11])[C@H:5]1[OH:4])[C:32]1[CH:37]=[CH:36][CH:35]=[CH:34][CH:33]=1 |f:1.2|. Procedure details: To a solution of 3-(2,3,4,6-tetra-O-acetyl-β-D-gluco-pyranosyloxy)-4-benzylpyridazine (0.055 g) in methanol (2 mL) was added sodium methoxide (28% solution in methanol, 0.010 mL), and the mixture was stirred for 30 minutes at room temperature. After the reaction mixture was concentrated under reduced pressure, the residue was purified by column chromatography on silica gel (eluent: dichloromethane/methanol=7/1) to give 4-benzyl-3-(β-D-Glucopyranosyloxy)pyridazine (0.032 g). Reported procedure: The compound 3h was prepared according procedure described for 3a by employing 5-nitrothiophen aldehyde (157 mg, 1 mmol) and 2-hydrazino-6-trifluoromethyl-benzothiazole (233 mg, 1 mmol) at 70° C. for 2 h (yield 312 mg, 84%). The product is FC(C1=CC2=C(N=C(S2)NN=CC=2SC(=CC2)[N+](=O)[O-])C=C1)(F)F (5-nitro-2-thiophenecarbaldehyde 2-(6-trifluoromethyl-1,3-benzothiazol-2yl)hydrazone). The reactants are S1C(=NC2=C1C=CC=C2)NN=CC=2OC(=CC2)[N+](=O)[O-] (5-nitro-2-furaldehyde 2-(1,3-benzothiazole-2-yl)hydrazone), [N+](=O)([O-])C1=CC=C(S1)C=O (5-nitrothiophen aldehyde), N(N)C=1SC2=C(N1)C=CC(=C2)C(F)(F)F (2-hydrazino-6-trifluoromethyl-benzothiazole). As a reaction SMILES: S1C2C=CC=CC=2N=C1NN=CC1OC([N+]([O-])=O)=CC=1.[N+:21]([C:24]1[S:28][C:27]([CH:29]=O)=[CH:26][CH:25]=1)([O-:23])=[O:22].[NH:31]([C:33]1[S:34][C:35]2[CH:41]=[C:40]([C:42]([F:45])([F:44])[F:43])[CH:39]=[CH:38][C:36]=2[N:37]=1)[NH2:32]>>[F:45][C:42]([F:43])([F:44])[C:40]1[CH:39]=[CH:38][C:36]2[N:37]=[C:33]([NH:31][N:32]=[CH:29][C:27]3[S:28][C:24]([N+:21]([O-:23])=[O:22])=[CH:25][CH:26]=3)[S:34][C:35]=2[CH:41]=1. Reactants: ClC1=NC(=C2C(=N1)N(N=C2)C)NC2=CC(=CC=C2)OC (6-Chloro-N-(3-methoxyphenyl)-1-methyl-1H-pyrazolo[3,4-d]pyrimidin-4-amine), N1=CC=CC=2C(=CC=CC12)B(O)O (5-quinolineboronic acid). Yields the product COC=1C=C(C=CC1)NC1=C2C(=NC(=N1)C1=C3C=CC=NC3=CC=C1)N(N=C2)C (N-(3-methoxyphenyl)-1-methyl-6-(quinolin-5-yl)-1H-pyrazolo[3,4-d]pyrimidin-4-amine). Reaction SMILES: Cl[C:2]1[N:7]=[C:6]2[N:8]([CH3:11])[N:9]=[CH:10][C:5]2=[C:4]([NH:12][C:13]2[CH:18]=[CH:17][CH:16]=[C:15]([O:19][CH3:20])[CH:14]=2)[N:3]=1.[N:21]1[C:30]2[CH:29]=[CH:28][CH:27]=[C:26](B(O)O)[C:25]=2[CH:24]=[CH:23][CH:22]=1>>[CH3:20][O:19][C:15]1[CH:14]=[C:13]([NH:12][C:4]2[N:3]=[C:2]([C:26]3[CH:27]=[CH:28][CH:29]=[C:30]4[C:25]=3[CH:24]=[CH:23][CH:22]=[N:21]4)[N:7]=[C:6]3[N:8]([CH3:11])[N:9]=[CH:10][C:5]=23)[CH:18]=[CH:17][CH:16]=1. Procedure: 6-Chloro-N-(3-methoxyphenyl)-1-methyl-1H-pyrazolo[3,4-d]pyrimidin-4-amine 6 was reacted with 5-quinolineboronic acid using General Procedure A. Purification on silica yielded 116. NMR: (CDCl3): 3.80 (s, CH3), 4.13 (s, CH3), 6.88 (dd, H, ArH, J=2.3, 8.3), 7.07 (d, H, ArH, J=6.18), 7.22 (s, H, NH), 7.35 (t, H, ArH, J=8.1), 7.44-7.51 (m, 3H, 3×ArH), 7.85 (t, H, ArH, J=8.4), 8.25 (d, H, ArH, J=8.4), 8.29 (dd, H, ArH, J=1.1, 8.3), 8.98 (dd, H, ArH, J=1.7, 4.1), 9.26 (d, H, ArH, J=8.6). MS: (ESI+) MH+... The reactants are COc1ccccc1-c1cn(S(=O)(=O)c2ccc(C)cc2)c2ncc(-c3cccc(C(O)c4ncccc4C(F)(F)F)c3)cc12, CCO, Cl, [Na+], [OH-]. The product is COc1ccccc1-c1c[nH]c2ncc(-c3cccc(C(O)c4ncccc4C(F)(F)F)c3)cc12. RXN SMILES: [CH3:1][O:2][c:3]1[c:4](-[c:9]2[cH:10][n:11]([S:36]([c:37]3[cH:38][cH:39][c:40]([CH3:41])[cH:42][cH:43]3)(=[O:44])=[O:45])[c:12]3[n:13][cH:14][c:15](-[c:18]4[cH:19][c:20]([CH:24]([OH:25])[c:26]5[n:27][cH:28][cH:29][cH:30][c:31]5[C:32]([F:33])([F:34])[F:35])[cH:21][cH:22][cH:23]4)[cH:16][c:17]23)[cH:5][cH:6][cH:7][cH:8]1.[CH3:47][CH2:48][OH:49].[ClH:46].[Na+:51].[OH-:50]>>[CH3:1][O:2][c:3]1[c:4](-[c:9]2[cH:10][nH:11][c:12]3[n:13][cH:14][c:15](-[c:18]4[cH:19][c:20]([CH:24]([OH:25])[c:26]5[n:27][cH:28][cH:29][cH:30][c:31]5[C:32]([F:33])([F:34])[F:35])[cH:21][cH:22][cH:23]4)[cH:16][c:17]23)[cH:5][cH:6][cH:7][cH:8]1. Reactants: C(C1=CC=CC=C1)=O (Benzaldehyde), NC1=CC=C(C=C1)C (p-toluidine), C(C(=O)C)(=O)O (pyruvic acid). Solvent: C(C)O (ethanol). Product: C1(=CC=CC=C1)C1=NC2=CC=C(C=C2C(=C1)C(=O)O)C (2-phenyl-6-methylquinoline-4-carboxylic Acid). Yield: 9.7%. RXN SMILES: [CH:1](=O)[C:2]1[CH:7]=[CH:6][CH:5]=[CH:4][CH:3]=1.[NH2:9][C:10]1[CH:15]=[CH:14][C:13]([CH3:16])=[CH:12][CH:11]=1.[C:17]([OH:22])(=[O:21])[C:18]([CH3:20])=O>C(O)C>[C:2]1([C:1]2[CH:20]=[C:18]([C:17]([OH:22])=[O:21])[C:15]3[C:10](=[CH:11][CH:12]=[C:13]([CH3:16])[CH:14]=3)[N:9]=2)[CH:7]=[CH:6][CH:5]=[CH:4][CH:3]=1. Procedure: Benzaldehyde (2.12 g) and 2.14 g of p-toluidine were dissolved in 50 ml of ethanol, and 1.76 g of pyruvic acid were added thereto dropwise. The reaction mixture was then heat-refluxed for 6 hours. The resulting reaction mixture was cooled to room temperature, and then concentrated under reduced pressure. The residue was dissolved in a 1N sodium hydroxide aqueous solution. This aqueous solution was extracted with ethyl ether, and the aqueous layer was acidified with dilute hydrochloric acid. The ...